From a dataset of the Open Reaction Database (ORD), a public repository of structured organic reaction records. describe an organic reaction: reactants, conditions, products, and yield Product: FC1=CC=C(C(=O)NC2=CC=C3C(=N2)C(=CN3)C3CCNCC3)C=C1 (5-(N-[4-fluorobenzoyl]amino)-3-(piperidin-4-yl)pyrrolo[3,2-b]pyridine). Starting materials: NC1=CC=C2C(=N1)C(=CN2)C2CCN(CC2)C(=O)OC(C)(C)C (5-amino-3-(1-tert-butoxycarbonylpiperidin-4-yl)pyrrolo[3,2-b]pyridine), FC1=CC=C(C(=O)Cl)C=C1 (4-fluorobenzoyl chloride). Procedure details: Beginning with 0.015 gm (0.047 mMol) 5-amino-3-(1-tert-butoxycarbonylpiperidin-4-yl)pyrrolo[3,2-b]pyridine and 0.007 mL (0.062 mMol) 4-fluorobenzoyl chloride, the title compound was prepared. Reaction SMILES: [NH2:1][C:2]1[N:7]=[C:6]2[C:8]([CH:11]3[CH2:16][CH2:15][N:14](C(OC(C)(C)C)=O)[CH2:13][CH2:12]3)=[CH:9][NH:10][C:5]2=[CH:4][CH:3]=1.[F:24][C:25]1[CH:33]=[CH:32][C:28]([C:29](Cl)=[O:30])=[CH:27][CH:26]=1>>[F:24][C:25]1[CH:33]=[CH:32][C:28]([C:29]([NH:1][C:2]2[N:7]=[C:6]3[C:8]([CH:11]4[CH2:12][CH2:13][NH:14][CH2:15][CH2:16]4)=[CH:9][NH:10][C:5]3=[CH:4][CH:3]=2)=[O:30])=[CH:27][CH:26]=1. Reaction SMILES: [C:1]([CH3:2])([CH3:3])([CH3:4])[N:5]([NH:6][C:7]([c:8]1[cH:9][cH:10][cH:11][cH:12][cH:13]1)=[O:14])[C:15]([c:16]1[cH:17][cH:18][cH:19][cH:20][cH:21]1)=[O:22].[CH2:34]([N+:35]([CH2:36][CH2:37][CH2:38][CH3:39])([CH2:40][CH2:41][CH2:42][CH3:43])[CH2:44][CH2:45][CH2:46][CH3:47])[CH2:48][CH2:49][CH3:50].[CH3:25][O:26][CH2:27][Cl:28].[Na+:24].[OH-:23].[S:29]([O-:30])([OH:31])(=[O:32])=[O:33]>>[C:1]([CH3:2])([CH3:3])([CH3:4])[N:5]([N:6]([C:7]([c:8]1[cH:9][cH:10][cH:11][cH:12][cH:13]1)=[O:14])[CH2:27][O:26][CH3:25])[C:15]([c:16]1[cH:17][cH:18][cH:19][cH:20][cH:21]1)=[O:22]. Yields the product COCN(C(=O)c1ccccc1)N(C(=O)c1ccccc1)C(C)(C)C. Reactants: CC(C)(C)N(NC(=O)c1ccccc1)C(=O)c1ccccc1, CCCC[N+](CCCC)(CCCC)CCCC, COCCl, [Na+], [OH-], O=S(=O)([O-])O. Reactants: CC(C)(C)c1nc2cc(S(=O)(=O)Cl)ccc2n1CC1CCOCC1, CCNC(=O)c1cc[nH]c1, C1CCOC1, [H-], [Na+]. Yields the product CCNC(=O)c1ccn(S(=O)(=O)c2ccc3c(c2)nc(C(C)(C)C)n3CC2CCOCC2)c1. Reaction SMILES: [C:13]([CH3:14])([CH3:15])([CH3:16])[c:17]1[n:18][c:19]2[c:20]([n:21]1[CH2:22][CH:23]1[CH2:24][CH2:25][O:26][CH2:27][CH2:28]1)[cH:29][cH:30][c:31]([S:33](=[O:34])(=[O:35])[Cl:36])[cH:32]2.[CH2:1]([CH3:2])[NH:3][C:4](=[O:5])[c:6]1[cH:7][nH:8][cH:9][cH:10]1.[CH2:37]1[O:38][CH2:39][CH2:40][CH2:41]1.[H-:11].[Na+:12]>>[CH2:1]([CH3:2])[NH:3][C:4](=[O:5])[c:6]1[cH:7][n:8]([S:33]([c:31]2[cH:30][cH:29][c:20]3[c:19]([n:18][c:17]([C:13]([CH3:14])([CH3:15])[CH3:16])[n:21]3[CH2:22][CH:23]3[CH2:24][CH2:25][O:26][CH2:27][CH2:28]3)[cH:32]2)(=[O:34])=[O:35])[cH:9][cH:10]1. The reactants are CSCCC(N)C(=O)O, O=CC(O)C(O)C(O)C(O)CO. Yields the product CSCCC(NCC(O)C(O)C(O)C(O)CO)C(=O)O. Reaction SMILES: [NH2:13][CH:14]([CH2:15][CH2:16][S:17][CH3:18])[C:19](=[O:20])[OH:21].[O:1]=[CH:2][CH:3]([OH:4])[CH:5]([OH:6])[CH:7]([OH:8])[CH:9]([OH:10])[CH2:11][OH:12]>>[CH2:2]([CH:3]([OH:4])[CH:5]([OH:6])[CH:7]([OH:8])[CH:9]([OH:10])[CH2:11][OH:12])[NH:13][CH:14]([CH2:15][CH2:16][S:17][CH3:18])[C:19](=[O:20])[OH:21]. Reactants: C(C)OC(=O)C=P(C1=CC=CC=C1)(C1=CC=CC=C1)C1=CC=CC=C1 (ethoxycarbonylmethylenetriphenylphosphorane), C1(=CC=CC=C1)C (toluene), C(C)N(C1=CC(=C(C=C1)C(C)=O)O)CC (1-(4-diethylamino-2-hydroxy-phenyl)ethanone). Product: C(C)OC(C=C(C)C1=C(C=C(C=C1)N(CC)CC)O)=O (3(4-Diethylamino-2-hydroxy-phenyl)-but-2-enoic acid ethyl ester). RXN SMILES: [CH2:1]([O:3][C:4](C=P(C1C=CC=CC=1)(C1C=CC=CC=1)C1C=CC=CC=1)=[O:5])[CH3:2].[CH2:26]([N:28]([CH2:39][CH3:40])[C:29]1[CH:34]=[CH:33][C:32]([C:35](=O)[CH3:36])=[C:31]([OH:38])[CH:30]=1)[CH3:27].[C:41]1(C)C=CC=CC=1>>[CH2:1]([O:3][C:4](=[O:5])[CH:36]=[C:35]([C:32]1[CH:33]=[CH:34][C:29]([N:28]([CH2:39][CH3:40])[CH2:26][CH3:27])=[CH:30][C:31]=1[OH:38])[CH3:41])[CH3:2]. Procedure details: To a suspension of 5.27 g ethoxycarbonylmethylenetriphenylphosphorane in 10 ml of toluene, a solution of 2.02 g 1-(4-diethylamino-2-hydroxy-phenyl)ethanone (DE 28 44 606) was dropped in at room temperature. Then the reaction mixture was heated to reflux. After refluxing for 31 hours the mixture was cooled down and evaporated to dryness. The resulting dark oil was purified by chromatography to yield a colourless oil. Starting materials: Cl, NO, COc1cc(O)c(C=O)c2cc(-c3ccc(O)cc3)oc12. Yields the product COc1cc(O)c(C=NO)c2cc(-c3ccc(O)cc3)oc12. As a reaction SMILES: [ClH:24].[NH2:22][OH:23].[OH:1][c:2]1[cH:3][c:4]([O:20][CH3:21])[c:5]2[c:6]([cH:7][c:8](-[c:10]3[cH:11][cH:12][c:13]([OH:16])[cH:14][cH:15]3)[o:9]2)[c:17]1[CH:18]=[O:19]>>[OH:1][c:2]1[cH:3][c:4]([O:20][CH3:21])[c:5]2[c:6]([cH:7][c:8](-[c:10]3[cH:11][cH:12][c:13]([OH:16])[cH:14][cH:15]3)[o:9]2)[c:17]1[CH:18]=[N:22][OH:23]. Starting materials: CNOC, [Li]CCCC, COC(=O)c1ccc(OC)cc1C#CC1CC1, Cl. Yields the product COc1ccc(C(=O)N(C)OC)c(C#CC2CC2)c1. RXN SMILES: [CH3:19][NH:20][O:21][CH3:22].[CH3:23][CH2:24][CH2:25][CH2:26][Li:27].[CH:1]1([C:4]#[C:5][c:6]2[c:7]([C:8]([O:10][CH3:9])=[O:11])[cH:12][cH:13][c:14]([O:16][CH3:17])[cH:15]2)[CH2:2][CH2:3]1.[ClH:18]>>[CH:1]1([C:4]#[C:5][c:6]2[c:7]([C:8](=[O:10])[N:20]([CH3:19])[O:21][CH3:22])[cH:12][cH:13][c:14]([O:16][CH3:17])[cH:15]2)[CH2:2][CH2:3]1.